describe an organic reaction: reactants, conditions, products, and yield From a dataset of the Open Reaction Database (ORD), a public repository of structured organic reaction records. The reactants are Cl, O=C(NCC1Cc2cccc(-c3cccc(F)c3)c2O1)OCc1ccccc1. The product is NCC1Cc2cccc(-c3cccc(F)c3)c2O1. Reaction SMILES: [ClH:29].[F:1][c:2]1[cH:3][c:4](-[c:8]2[cH:9][cH:10][cH:11][c:12]3[c:16]2[O:15][CH:14]([CH2:17][NH:18][C:19](=[O:20])[O:21][CH2:22][c:23]2[cH:24][cH:25][cH:26][cH:27][cH:28]2)[CH2:13]3)[cH:5][cH:6][cH:7]1>>[F:1][c:2]1[cH:3][c:4](-[c:8]2[cH:9][cH:10][cH:11][c:12]3[c:16]2[O:15][CH:14]([CH2:17][NH2:18])[CH2:13]3)[cH:5][cH:6][cH:7]1. Starting materials: CO, Cl, NO, N#CCNc1cccs1. Product: Cl, NC(CNc1cccs1)=NO. Reaction SMILES: [CH3:13][OH:14].[ClH:10].[NH2:11][OH:12].[s:1]1[c:2]([NH:6][CH2:7][C:8]#[N:9])[cH:3][cH:4][cH:5]1>>[ClH:10].[s:1]1[c:2]([NH:6][CH2:7][C:8]([NH2:9])=[N:11][OH:12])[cH:3][cH:4][cH:5]1.